From a dataset of the Open Reaction Database (ORD), a public repository of structured organic reaction records. describe an organic reaction: reactants, conditions, products, and yield Starting materials: CN(C)C=O, O=C(O)CCc1ccc(F)cc1F, N, O=S(Cl)Cl. Product: NC(=O)CCc1ccc(F)cc1F. Reaction SMILES: [CH3:19][N:20]([CH3:21])[CH:22]=[O:23].[F:1][c:2]1[c:3]([CH2:9][CH2:10][C:11](=[O:12])[OH:13])[cH:4][cH:5][c:6]([F:8])[cH:7]1.[NH3:18].[S:14]([Cl:15])([Cl:16])=[O:17]>>[F:1][c:2]1[c:3]([CH2:9][CH2:10][C:11](=[O:13])[NH2:18])[cH:4][cH:5][c:6]([F:8])[cH:7]1. Reactants: O1CCOCC(C1)=O ([1,4]dioxepan-6-one), C(Cl)(Cl)Cl (chloroform), Cl.Cl.FC=1C=C(C=CC1)C(CN)N (1-(3-fluorophenyl)ethan-1,2-diamine dihydrochloride), ice acetone, [OH-].[Na+] (sodium hydroxide), Cl (hydrochloric acid). The reagents and catalysts are [Cl-].C(C1=CC=CC=C1)[N+](CC)(CC)CC (benzyltriethylammonium chloride). Solvent: ClCCl (dichloromethane), ClCCl (dichloromethane). Run at time 8 hour. Yields the product FC=1C=C(C=CC1)C1CNC2(C(N1)=O)COCCOC2 (3-(3-fluorophenyl)-8,11-dioxa-1,4-diazaspiro[5.6]dodecan-5-one). Reaction SMILES: Cl.Cl.[F:3][C:4]1[CH:5]=[C:6]([CH:10]([NH2:13])[CH2:11][NH2:12])[CH:7]=[CH:8][CH:9]=1.[OH-:14].[Na+].[O:16]1[CH2:22][C:21](=O)[CH2:20][O:19][CH2:18][CH2:17]1.[CH:24](Cl)(Cl)Cl.Cl>[Cl-].C([N+](CC)(CC)CC)C1C=CC=CC=1.ClCCl>[F:3][C:4]1[CH:5]=[C:6]([CH:10]2[NH:13][C:24](=[O:14])[C:21]3([CH2:22][O:16][CH2:17][CH2:18][O:19][CH2:20]3)[NH:12][CH2:11]2)[CH:7]=[CH:8][CH:9]=1 |f:0.1.2,3.4,8.9|. Procedure details: 0.47 g (2.1 mmol) 1-(3-fluorophenyl)ethan-1,2-diamine dihydrochloride were placed with 23 mg (0.10 mmol) benzyltriethylammonium chloride in 50 ml dichloromethane and cooled with ice/acetone. Then 0.71 ml (14 mmol) of a 50% sodium hydroxide solution were added. At 0° C. 0.23 g (2 mmol) [1,4]dioxepan-6-one were added dropwise together with 0.24 ml (4.6 mmol) chloroform and 20 ml dichloromethane. The mixture was left overnight to warm up to RT. Then the reaction mixture was cooled to 0° C. and adju... Reactants: C1OC=2C=C(CCN)C=CC2OC1 (3,4-ethylenedioxyphenethylamine), ClC=1C2=C(N=C(N1)C1=NC=CN=C1)SC(=C2)Cl (4-chloro-2-(pyrazin-2-yl)-6-chloro-thieno-[2,3-d]-pyrimidine). Product: N1=C(C=NC=C1)C=1N=C(C2=C(N1)SC(=C2)Cl)NCCC2=CC1=C(C=C2)OCCO1 (2-(pyrazin-2-yl)-4-(3,4-ethylenedioxyphenethylamino)-6-chloro-thieno-[2,3-d]-pyrimidine). Reaction SMILES: [CH2:1]1[CH2:13][O:12][C:11]2[CH:10]=[CH:9][C:5]([CH2:6][CH2:7][NH2:8])=[CH:4][C:3]=2[O:2]1.Cl[C:15]1[C:16]2[CH:29]=[C:28]([Cl:30])[S:27][C:17]=2[N:18]=[C:19]([C:21]2[CH:26]=[N:25][CH:24]=[CH:23][N:22]=2)[N:20]=1>>[N:22]1[CH:23]=[CH:24][N:25]=[CH:26][C:21]=1[C:19]1[N:20]=[C:15]([NH:8][CH2:7][CH2:6][C:5]2[CH:9]=[CH:10][C:11]3[O:12][CH2:13][CH2:1][O:2][C:3]=3[CH:4]=2)[C:16]2[CH:29]=[C:28]([Cl:30])[S:27][C:17]=2[N:18]=1. Procedure details: With the procedure of Example 1, the reaction of 3,4-ethylenedioxyphenethylamine with 4-chloro-2-(pyrazin-2-yl)-6-chloro-thieno-[2,3-d]-pyrimidine yields 2-(pyrazin-2-yl)-4-(3,4-ethylenedioxyphenethylamino)-6-chloro-thieno-[2,3-d]-pyrimidine. Reactants: 1H- and 13C, Ar-H, N1=CC(=CC=C1)C=O (Pyridine-3-carboxaldehyde), C(C)(=O)OC(C)=O (acetic acid anhydride). The reagents and catalysts are S(O)(O)(=O)=O (sulfuric acid). Solvent: C(Cl)(Cl)Cl (CHCl3). Product: C(C)(=O)O.C(C)(=O)O.N1=CC(=CC=C1)C=O (Pyridine-3-carboxaldehyde Diacetate). As a reaction SMILES: [N:1]1[CH:6]=[CH:5][CH:4]=[C:3]([CH:7]=[O:8])[CH:2]=1.[C:9]([O:12]C(=O)C)(=[O:11])[CH3:10]>S(=O)(=O)(O)O.C(Cl)(Cl)Cl>[C:9]([OH:12])(=[O:11])[CH3:10].[C:9]([OH:12])(=[O:11])[CH3:10].[N:1]1[CH:6]=[CH:5][CH:4]=[C:3]([CH:7]=[O:8])[CH:2]=1 |f:4.5.6|. Procedure details: Pyridine-3-carboxaldehyde (5.45 g, 0.051 mol) was dissolved in an excess of acetic acid anhydride (10 ml) and 4 drops conc. sulfuric acid added under stirring. The resulting red mixture was allowed to react at 70-75° C. for 7 days. The cooled, black coloured reaction mixture was diluted with CHCl3, washed twice with 10% aqueous NaHCO3 and then several times with brine. The organic phase was dried (MgSO4) and evaporated. The black crude product was dissolved in CHCl3, and impurities precipitated ... Reactants: CCCC[Sn](CCCC)(CCCC)c1nccs1, Cc1ccccc1, CCCc1cc(Cl)nnc1Cn1ccnc1-c1cccc(F)n1, c1ccc(P(c2ccccc2)(c2ccccc2)[Pd](P(c2ccccc2)(c2ccccc2)c2ccccc2)(P(c2ccccc2)(c2ccccc2)c2ccccc2)P(c2ccccc2)(c2ccccc2)c2ccccc2)cc1. Product: CCCc1cc(-c2nccs2)nnc1Cn1ccnc1-c1cccc(F)n1. As a reaction SMILES: [CH2:24]([Sn:25]([CH2:26][CH2:27][CH2:28][CH3:34])([c:29]1[s:30][cH:31][cH:32][n:33]1)[CH2:35][CH2:36][CH2:37][CH3:38])[CH2:39][CH2:40][CH3:41].[CH3:42][c:43]1[cH:44][cH:45][cH:46][cH:47][cH:48]1.[Cl:1][c:2]1[cH:3][c:4]([CH2:21][CH2:22][CH3:23])[c:5]([CH2:8][n:9]2[c:10](-[c:14]3[n:15][c:16]([F:20])[cH:17][cH:18][cH:19]3)[n:11][cH:12][cH:13]2)[n:6][n:7]1.[cH:49]1[cH:50][cH:51][c:52]([P:53]([Pd:54]([P:55]([c:56]2[cH:57][cH:58][cH:59][cH:60][cH:61]2)([c:62]2[cH:63][cH:64][cH:65][cH:66][cH:67]2)[c:68]2[cH:69][cH:70][cH:71][cH:72][cH:73]2)([P:74]([c:75]2[cH:76][cH:77][cH:78][cH:79][cH:80]2)([c:81]2[cH:82][cH:83][cH:84][cH:85][cH:86]2)[c:87]2[cH:88][cH:89][cH:90][cH:91][cH:92]2)[P:93]([c:94]2[cH:95][cH:96][cH:97][cH:98][cH:99]2)([c:100]2[cH:101][cH:102][cH:103][cH:104][cH:105]2)[c:106]2[cH:107][cH:108][cH:109][cH:110][cH:111]2)([c:112]2[cH:113][cH:114][cH:115][cH:116][cH:117]2)[c:118]2[cH:119][cH:120][cH:121][cH:122][cH:123]2)[cH:124][cH:125]1>>[c:2]1(-[c:29]2[s:30][cH:31][cH:32][n:33]2)[cH:3][c:4]([CH2:21][CH2:22][CH3:23])[c:5]([CH2:8][n:9]2[c:10](-[c:14]3[n:15][c:16]([F:20])[cH:17][cH:18][cH:19]3)[n:11][cH:12][cH:13]2)[n:6][n:7]1.